Dataset: the Open Reaction Database (ORD), a public repository of structured organic reaction records. Task: describe an organic reaction: reactants, conditions, products, and yield Reactants: NC1=C(C(=NC2=CC=CC(=C12)OC[C@H](C)N)C)C(=O)OCC ((S)-ethyl 4-amino-5-(2-aminopropoxy)-2-methyl-quinoline-3-carboxylate), C1(CCCCC1)C(=O)O (cyclohexanecarboxylic acid). Yields the product NC1=C(C(=NC2=CC=CC(=C12)OC[C@H](C)NC(=O)C1CCCCC1)C)C(=O)OCC ((S)-ethyl 4-amino-5-(2-(cyclohexanecarboxamido)propoxy)-2-methyl-quinoline-3-carboxylate). RXN SMILES: [NH2:1][C:2]1[C:11]2[C:6](=[CH:7][CH:8]=[CH:9][C:10]=2[O:12][CH2:13][C@@H:14]([NH2:16])[CH3:15])[N:5]=[C:4]([CH3:17])[C:3]=1[C:18]([O:20][CH2:21][CH3:22])=[O:19].[CH:23]1([C:29](O)=[O:30])[CH2:28][CH2:27][CH2:26][CH2:25][CH2:24]1>>[NH2:1][C:2]1[C:11]2[C:6](=[CH:7][CH:8]=[CH:9][C:10]=2[O:12][CH2:13][C@@H:14]([NH:16][C:29]([CH:23]2[CH2:28][CH2:27][CH2:26][CH2:25][CH2:24]2)=[O:30])[CH3:15])[N:5]=[C:4]([CH3:17])[C:3]=1[C:18]([O:20][CH2:21][CH3:22])=[O:19]. Procedure: Prepared as in Example 24a from (S)-ethyl 4-amino-5-(2-aminopropoxy)-2-methyl-quinoline-3-carboxylate (Example 26b) and cyclohexanecarboxylic acid as brown solid (28%). MS 414 (MH+).